Dataset: the Open Reaction Database (ORD), a public repository of structured organic reaction records. Task: describe an organic reaction: reactants, conditions, products, and yield The reactants are NC1=NC(C2=C(N1)C1=C(S2)CCCC1)=O (2-amino-6,7,8,9-tetrahydro-1H-benzo[4,5]thieno[3,2-d]pyrimidin-4-one), CN(C1=CC=CC=C1)C (dimethylaniline), O=P(Cl)(Cl)Cl (POCl3). The reagents and catalysts are [Cl-].C(C)[N+](CC)(CC)CC (tetraethyl ammonium chloride). Run in C(C)#N (acetonitrile). Run at temperature 110 celsius. The product is ClC=1C2=C(N=C(N1)N)C1=C(S2)CCCC1 (4-Chloro-6,7,8,9-tetrahydro-benzo[4,5]thieno[3,2-d]pyrimidin-2-ylamine). Yield: 40.8%. RXN SMILES: [NH2:1][C:2]1[NH:7][C:6]2[C:8]3[CH2:14][CH2:13][CH2:12][CH2:11][C:9]=3[S:10][C:5]=2[C:4](=O)[N:3]=1.CN(C)C1C=CC=CC=1.O=P(Cl)(Cl)[Cl:27]>[Cl-].C([N+](CC)(CC)CC)C.C(#N)C>[Cl:27][C:4]1[C:5]2[S:10][C:9]3[CH2:11][CH2:12][CH2:13][CH2:14][C:8]=3[C:6]=2[N:7]=[C:2]([NH2:1])[N:3]=1 |f:3.4|. Reported procedure: In a 15 mL flask, 2-amino-6,7,8,9-tetrahydro-1H-benzo[4,5]thieno[3,2-d]pyrimidin-4-one (0.2 g, 0.9 mmol) and tetraethyl ammonium chloride (0.3 g, 1.8 mmol) were dried under vacuum at 100° C. for 12 h. Addition of acetonitrile (1.80 mL), dimethylaniline (0.12 mL, 0.9 mmol) and POCl3 (0.50 mL, 5.42 mmol) followed, and the reaction mixture was heated to 110° C. for 15 min. The solution was concentrated and ice was added along with CHCl3 (5 mL). The aqueous layer pH was adjusted to pH=7 with saturat... Reactants: CS(C)=O, NO, N#CCCN1C(=O)C2(COc3cc4c(cc32)OCO4)c2ccccc21. Product: NC(CCN1C(=O)C2(COc3cc4c(cc32)OCO4)c2ccccc21)=NO. As a reaction SMILES: [CH3:28][S:29](=[O:30])[CH3:31].[NH2:26][OH:27].[O:1]=[C:2]1[N:3]([CH2:22][CH2:23][C:24]#[N:25])[c:4]2[cH:5][cH:6][cH:7][cH:8][c:9]2[C:10]12[CH2:11][O:12][c:13]1[c:14]2[cH:15][c:16]2[c:17]([cH:21]1)[O:18][CH2:19][O:20]2>>[O:1]=[C:2]1[N:3]([CH2:22][CH2:23][C:24]([NH2:25])=[N:26][OH:27])[c:4]2[cH:5][cH:6][cH:7][cH:8][c:9]2[C:10]12[CH2:11][O:12][c:13]1[c:14]2[cH:15][c:16]2[c:17]([cH:21]1)[O:18][CH2:19][O:20]2.